Task: describe an organic reaction: reactants, conditions, products, and yield. Dataset: the Open Reaction Database (ORD), a public repository of structured organic reaction records The reactants are CC[Zn]CC, C=CC(C)(C)CC(=O)OC, CCCCCC, ClCCl, O=C(O)C(F)(F)F, ICI. Product: COC(=O)CC(C)(C)C1CC1. As a reaction SMILES: [CH2:1]([Zn:2][CH2:3][CH3:4])[CH3:5].[CH3:16][C:17]([CH2:18][C:19](=[O:20])[O:21][CH3:22])([CH:23]=[CH2:24])[CH3:25].[CH3:26][CH2:27][CH2:28][CH2:29][CH2:30][CH3:31].[Cl:32][CH2:33][Cl:34].[F:6][C:7]([F:8])([F:9])[C:10]([OH:11])=[O:12].[I:13][CH2:14][I:15]>>[CH2:1]1[CH:23]([C:17]([CH3:16])([CH2:18][C:19](=[O:20])[O:21][CH3:22])[CH3:25])[CH2:24]1. Reactants: [H-].[Na+] (sodium hydride), ClC=1C=C(CN(C(OCC)=O)C2=C(C=C(C=C2C(F)(F)F)N)N)C=CC1 (Ethyl 3-chlorobenzyl[2,4-diamino-6-(trifluoromethyl)phenyl]carbamate), C([O-])(O)=O.[Na+] (sodium bicarbonate). The solvent is C(C)O (ethanol). Yields the product NC1=CC2=C(N(C(N2)=O)CC2=CC(=CC=C2)Cl)C(=C1)C(F)(F)F (5-amino-1-(3-chlorobenzyl)-7-(trifluoromethyl)-1,3-dihydro-2H-benzimidazol-2-one). Yield: 32.0%. As a reaction SMILES: [Cl:1][C:2]1[CH:3]=[C:4]([CH:24]=[CH:25][CH:26]=1)[CH2:5][N:6]([C:12]1[C:17]([C:18]([F:21])([F:20])[F:19])=[CH:16][C:15]([NH2:22])=[CH:14][C:13]=1[NH2:23])[C:7](=O)[O:8]CC.[H-].[Na+].C(=O)(O)[O-].[Na+]>C(O)C>[NH2:22][C:15]1[CH:16]=[C:17]([C:18]([F:21])([F:20])[F:19])[C:12]2[N:6]([CH2:5][C:4]3[CH:24]=[CH:25][CH:26]=[C:2]([Cl:1])[CH:3]=3)[C:7](=[O:8])[NH:23][C:13]=2[CH:14]=1 |f:1.2,3.4|. Reported procedure: Ethyl 3-chlorobenzyl[2,4-diamino-6-(trifluoromethyl)phenyl]carbamate (110.3 mg) was dissolved in ethanol (10 ml), and to the solution was added sodium hydride (56.9 mg). The reaction mixture was heated at reflux for 5 hours. After allowing to cool, to the reaction mixture was added saturated aqueous sodium bicarbonate solution, and the mixture was extracted 4 times with chloroform. The organic layer was washed with saturated brine, dried over anhydrous sodium sulfate, and concentrated in vacuo. ... The reactants are N1(C=NC=C1)C(=O)N1CCN(CC1)C1=CC=NC2=CC=C(C=C12)C=1C(=NN(C1)C(C1=CC=CC=C1)(C1=CC=CC=C1)C1=CC=CC=C1)C (1H-1-imidazolyl{4-[6-(3-methyl-1-trityl-1H-pyrazolyl)-4-quinolyl]piperazin-1-yl}methanone), N1CCOCC1 (morpholine), C(C)(=O)OCC (Ethyl acetate). The solvent is O (water). Conditions: temperature 140 celsius, time 8 hour. The product is CC1=NN(C=C1C=1C=C2C(=CC=NC2=CC1)N1CCN(CC1)C(=O)N1CCOCC1)C(C1=CC=CC=C1)(C1=CC=CC=C1)C1=CC=CC=C1 ({4-[6-(3-Methyl-1-trityl-1H-4-pyrazolyl)-4-quinolyl]-piperazin-1-yl}morpholinomethanone). As a reaction SMILES: [N:1]1([C:6]([N:8]2[CH2:13][CH2:12][N:11]([C:14]3[C:23]4[C:18](=[CH:19][CH:20]=[C:21]([C:24]5[C:25]([CH3:48])=[N:26][N:27]([C:29]([C:42]6[CH:47]=[CH:46][CH:45]=[CH:44][CH:43]=6)([C:36]6[CH:41]=[CH:40][CH:39]=[CH:38][CH:37]=6)[C:30]6[CH:35]=[CH:34][CH:33]=[CH:32][CH:31]=6)[CH:28]=5)[CH:22]=4)[N:17]=[CH:16][CH:15]=3)[CH2:10][CH2:9]2)=[O:7])[CH:5]=[CH:4]N=[CH:2]1.N1CC[O:52][CH2:51]C1.C(OCC)(=O)C>O>[CH3:48][C:25]1[C:24]([C:21]2[CH:22]=[C:23]3[C:18](=[CH:19][CH:20]=2)[N:17]=[CH:16][CH:15]=[C:14]3[N:11]2[CH2:10][CH2:9][N:8]([C:6]([N:1]3[CH2:5][CH2:4][O:52][CH2:51][CH2:2]3)=[O:7])[CH2:13][CH2:12]2)=[CH:28][N:27]([C:29]([C:30]2[CH:35]=[CH:34][CH:33]=[CH:32][CH:31]=2)([C:42]2[CH:47]=[CH:46][CH:45]=[CH:44][CH:43]=2)[C:36]2[CH:41]=[CH:40][CH:39]=[CH:38][CH:37]=2)[N:26]=1. Procedure details: A mixture of 100 mg 1H-1-imidazolyl{4-[6-(3-methyl-1-trityl-1H-pyrazolyl)-4-quinolyl]piperazin-1-yl}methanone obtained in Example 195 and 1 mL morpholine was stirred overnight at 140° C. Ethyl acetate and water were added to the reaction solution, and the organic layer was separated, washed with brine and dried over anhydrous sodium sulfate. The solvent was evaporated, and the residue was purified by silica gel column chromatography (hexane/ethyl acetate) to give 96 mg of the title compound as a... The reactants are ClC1=CC=C(C=C1)C=1C=C(N=NC1OCC(F)(F)F)C(=O)O (5-(4-chloro-phenyl)-6-(2,2,2-trifluoro-ethoxy)-pyridazine-3-carboxylic acid), CC(C)C1=CC(=NO1)CN (5-(1-methylethyl)-3-isoxazolemethanamine). Product: C(C)(C)C1=CC(=NO1)CNC(=O)C=1N=NC(=C(C1)C1=CC=C(C=C1)Cl)OCC(F)(F)F (5-(4-chloro-phenyl)-6-(2,2,2-trifluoro-ethoxy)-pyridazine-3-carboxylic acid (5-isopropyl-isoxazol-3-ylmethyl)-amide). Reaction SMILES: [Cl:1][C:2]1[CH:7]=[CH:6][C:5]([C:8]2[CH:9]=[C:10]([C:20]([OH:22])=O)[N:11]=[N:12][C:13]=2[O:14][CH2:15][C:16]([F:19])([F:18])[F:17])=[CH:4][CH:3]=1.[CH3:23][CH:24]([C:26]1[O:30][N:29]=[C:28]([CH2:31][NH2:32])[CH:27]=1)[CH3:25]>>[CH:24]([C:26]1[O:30][N:29]=[C:28]([CH2:31][NH:32][C:20]([C:10]2[N:11]=[N:12][C:13]([O:14][CH2:15][C:16]([F:19])([F:17])[F:18])=[C:8]([C:5]3[CH:6]=[CH:7][C:2]([Cl:1])=[CH:3][CH:4]=3)[CH:9]=2)=[O:22])[CH:27]=1)([CH3:25])[CH3:23]. Procedure details: The title compound was synthesized in analogy to Example 41, using 5-(4-chloro-phenyl)-6-(2,2,2-trifluoro-ethoxy)-pyridazine-3-carboxylic acid (example M) and 5-(1-methylethyl)-3-isoxazolemethanamine (CAS Registry No. 154016-49-6) as starting materials; LC-MS (UV peak area/ESI) 99.1%, 455.2 (M+H)+. Starting materials: compound 92, Cl.ClCC1=C(N=C2N1C=CC=C2)C2=CC=C(C=C2)Cl (3-(chloromethyl)-2-(4-chlorophenyl)imidazo[1,2-a]pyridine hydrochloride), ClC1=CC(NC(N1)=O)=O (6-chloropyrimidine-2,4(1H,3H)-dione). Yields the product ClC1=CC(NC(N1CC1=C(N=C2N1C=CC=C2)C2=CC=C(C=C2)Cl)=O)=O (6-chloro-1-((2-(4-chlorophenyl)imidazo[1,2-a]pyridin-3-yl)methyl)pyrimidine-2,4(1H,3H)-dione). As a reaction SMILES: Cl.Cl[CH2:3][C:4]1[N:8]2[CH:9]=[CH:10][CH:11]=[CH:12][C:7]2=[N:6][C:5]=1[C:13]1[CH:18]=[CH:17][C:16]([Cl:19])=[CH:15][CH:14]=1.[Cl:20][C:21]1[NH:26][C:25](=[O:27])[NH:24][C:23](=[O:28])[CH:22]=1>>[Cl:20][C:21]1[N:26]([CH2:3][C:4]2[N:8]3[CH:9]=[CH:10][CH:11]=[CH:12][C:7]3=[N:6][C:5]=2[C:13]2[CH:18]=[CH:17][C:16]([Cl:19])=[CH:15][CH:14]=2)[C:25](=[O:27])[NH:24][C:23](=[O:28])[CH:22]=1 |f:0.1|. Procedure: The title compound was prepared according to Method B and the experimentals described for compound 92 from 3-(chloromethyl)-2-(4-chlorophenyl)imidazo[1,2-a]pyridine hydrochloride and 6-chloropyrimidine-2,4(1H,3H)-dione. M/e+ 387 for C18H13Cl2N4O2 (M+H)+; 1H-NMR (400 MHz, CDCl3) δ 9.35 (bs, 1H), 8.44 (d, J=6.23 Hz, 1H), 7.66 (d, J=9.1 Hz, 1H), 7.55 (d, J=8.4 Hz, 2H), 7.45 (d, J=8.4 Hz, 2H), 7.29 (m, 2H), 6.90 (t, J=6.9 Hz, 1H), 5.74 (d, J=8.0 Hz, 2H) ppm. Reactants: N1=C(C=CC=C1)C1=CC=2NC3=CC=CC=C3C2C=C1 (2-(Pyridin-2-yl)-9H-carbazole), IC1=CC=C(C=C1)C1=C(C=CC=C1)[N+](=O)[O-] (4′-iodo-2-nitrobiphenyl), [C@@H]1([C@@H](CCCC1)N)N (trans-cyclohexane-1,2-diamine), [O-]P(=O)([O-])[O-].[K+].[K+].[K+] (K3PO4). Reagents/catalysts: [Cu]I (CuI). Run in ClCCl.CO (dichloromethane methanol). Conditions: temperature 112.5 celsius, time 4 day. Yields the product [N+](=O)([O-])C1=C(C=CC=C1)C1=CC=C(C=C1)N1C2=CC=CC=C2C=2C=CC(=CC12)C1=NC=CC=C1 (9-(2′-nitrobiphenyl-4-yl)-2-(pyridin-2-yl)-9H-carbazole). The yield is 94.2%. RXN SMILES: [N:1]1[CH:6]=[CH:5][CH:4]=[CH:3][C:2]=1[C:7]1[CH:19]=[CH:18][C:17]2[C:16]3[C:11](=[CH:12][CH:13]=[CH:14][CH:15]=3)[NH:10][C:9]=2[CH:8]=1.I[C:21]1[CH:26]=[CH:25][C:24]([C:27]2[CH:32]=[CH:31][CH:30]=[CH:29][C:28]=2[N+:33]([O-:35])=[O:34])=[CH:23][CH:22]=1.[C@@H]1(N)CCCC[C@H]1N.[O-]P([O-])([O-])=O.[K+].[K+].[K+]>ClCCl.CO.[Cu]I>[N+:33]([C:28]1[CH:29]=[CH:30][CH:31]=[CH:32][C:27]=1[C:24]1[CH:23]=[CH:22][C:21]([N:10]2[C:9]3[CH:8]=[C:7]([C:2]4[CH:3]=[CH:4][CH:5]=[CH:6][N:1]=4)[CH:19]=[CH:18][C:17]=3[C:16]3[C:11]2=[CH:12][CH:13]=[CH:14][CH:15]=3)=[CH:26][CH:25]=1)([O-:35])=[O:34] |f:3.4.5.6,7.8|. Procedure: 2-(Pyridin-2-yl)-9H-carbazole (611 mg, 2.5 mmol, 1.0 eq), 4′-iodo-2-nitrobiphenyl (975 mg, 3.0 mmol, 1.2 eq), CuI (48 mg, 0.25 mmol, 0.1 eq), trans-cyclohexane-1,2-diamine (250 uL, 2.5 mmol, 1.0 eq) and K3PO4 (1114 mg, 5.25 mmol, 2.1 eq) were added to a dry pressure vessel equipped with a magnetic stir bar. The vessel was evacuated and back-filled with nitrogen. The evacuation and back-fill procedure was repeated twice. Then solvent dioxane (10 mL) was added under nitrogen. After bubbling with n... Starting materials: C(C(=O)Cl)(=O)Cl (oxalyl chloride), ClC1=CC(=C(C=C1)C(CC)=O)NC1=C(C=CC=C1)Cl (1-[4-chloro-2-(2-chloro-phenylamino)-phenyl]-propan-1-one), ice. Solvent: CN(C)C=O (DMF), CN(C)C=O (DMF). Reaction conditions: temperature -4 celsius, time 2 hour. Product: ClC1=CC=C2C(C(=CN(C2=C1)C1=C(C=CC=C1)Cl)C)=O (7-chloro-1-(2-chloro-phenyl)-3-methyl-1H-quinolin-4-one). The yield is 14.9%. RXN SMILES: [C:1](Cl)(=O)C(Cl)=O.[Cl:7][C:8]1[CH:13]=[CH:12][C:11]([C:14](=[O:17])[CH2:15][CH3:16])=[C:10]([NH:18][C:19]2[CH:24]=[CH:23][CH:22]=[CH:21][C:20]=2[Cl:25])[CH:9]=1>CN(C=O)C>[Cl:7][C:8]1[CH:9]=[C:10]2[C:11]([C:14](=[O:17])[C:15]([CH3:1])=[CH:16][N:18]2[C:19]2[CH:24]=[CH:23][CH:22]=[CH:21][C:20]=2[Cl:25])=[CH:12][CH:13]=1. Procedure details: To a 3-necked, 100 mL round-bottom flask was added DMF (26 mL) which was then cooled to −4° C. To the reaction was slowly added oxalyl chloride (2.8 g, 1.93 mL, 22.1 mmol) dropwise. Once the addition was complete, the reaction was warmed to room temperature. To the above mixture was added 1-[4-chloro-2-(2-chloro-phenylamino)-phenyl]-propan-1-one (1.3 g, 4.42 mmol) in DMF (10 mL). The reaction mixture was heated to 130° C. After 2 hr, HPLC showed a 35:65 product to SM ratio. The reaction was heat... Starting materials: O=C1CCC(=O)N1Br, C1CCOC1, O, CC(C)(C)OC(=O)n1cccc1-c1nc(C(O)CO)cs1. Yields the product CC(C)(C)OC(=O)n1c(Br)ccc1-c1nc(C(O)CO)cs1. Reaction SMILES: [Br:22][N:23]1[C:24](=[O:25])[CH2:26][CH2:27][C:28]1=[O:29].[O:31]1[CH2:32][CH2:33][CH2:34][CH2:35]1.[OH2:30].[OH:1][CH:2]([CH2:3][OH:4])[c:5]1[n:6][c:7](-[c:10]2[n:11]([C:15](=[O:16])[O:17][C:18]([CH3:19])([CH3:20])[CH3:21])[cH:12][cH:13][cH:14]2)[s:8][cH:9]1>>[OH:1][CH:2]([CH2:3][OH:4])[c:5]1[n:6][c:7](-[c:10]2[n:11]([C:15](=[O:16])[O:17][C:18]([CH3:19])([CH3:20])[CH3:21])[c:12]([Br:22])[cH:13][cH:14]2)[s:8][cH:9]1. Starting materials: BrC=1C=C(C=CC1)CCC1=C(C(=O)O)C=CC(=C1)C(F)(F)F (2-[2-[3-Bromophenyl]ethyl]-4-[trifluoromethyl]benzoic acid), O=P12OP3(=O)OP(=O)(O1)OP(=O)(O2)O3 (phosphorous pentoxide), O (water). Run in [N+](=O)([O-])C1=CC=CC=C1 (nitrobenzene). Conditions: temperature 100 celsius. The product is BrC1=CC2=C(C(C3=C(CC2)C=C(C=C3)C(F)(F)F)=O)C=C1 (2-Bromo-10,11-dihydro-8-[trifluoromethyl]-5H-dibenzo[a,d]cyclohepten-5-one). As a reaction SMILES: [Br:1][C:2]1[CH:3]=[C:4]([CH2:8][CH2:9][C:10]2[CH:18]=[C:17]([C:19]([F:22])([F:21])[F:20])[CH:16]=[CH:15][C:11]=2[C:12]([OH:14])=O)[CH:5]=[CH:6][CH:7]=1.O=P12OP3(OP(OP(O3)(O1)=O)(=O)O2)=O.O>[N+](C1C=CC=CC=1)([O-])=O>[Br:1][C:2]1[CH:7]=[CH:6][C:5]2[C:12](=[O:14])[C:11]3[CH:15]=[CH:16][C:17]([C:19]([F:22])([F:21])[F:20])=[CH:18][C:10]=3[CH2:9][CH2:8][C:4]=2[CH:3]=1. Procedure: A mixture of the product from step (iv) (2.31 g) and phosphorous pentoxide (14 g) in nitrobenzene (15 ml) was heated at 100° C. for 8 hours. The solid mixture was added to water, salted out and extracted with ethyl acetate. The extract was dried (MgSO4) and evaporated, distilled to remove nitrobenzene and the residue purified by chromatography eluting with 10% ethyl acetate in isohexane. Yield 1.14 g.